This data is from the Open Reaction Database (ORD), a public repository of structured organic reaction records. The task is: describe an organic reaction: reactants, conditions, products, and yield Starting materials: Cl.C(C)(C)(C)N(C1CCCCC1)[N+]=1[N-]OC(C1)=N (3-(tert.-butyl-N-cyclohexyl-amino)sydnonimine hydrochloride), C(C)(=O)OC(C)C (isopropyl acetate). The solvent is Cl (hydrochloric acid). Conditions: time 1 day. Product: Cl.C1(CCCCC1)N[N+]=1[N-]OC(C1)=N (3-Cyclohexylamino-sydnonimine hydrochloride). As a reaction SMILES: [ClH:1].C([N:6]([N+:13]1[N-:14][O:15][C:16](=[NH:18])[CH:17]=1)[CH:7]1[CH2:12][CH2:11][CH2:10][CH2:9][CH2:8]1)(C)(C)C.C(OC(C)C)(=O)C>Cl>[ClH:1].[CH:7]1([NH:6][N+:13]2[N-:14][O:15][C:16](=[NH:18])[CH:17]=2)[CH2:8][CH2:9][CH2:10][CH2:11][CH2:12]1 |f:0.1,4.5|. Reported procedure: A solution of 4 g of 3-(tert.-butyl-N-cyclohexyl-amino)sydnonimine hydrochloride in 30 ml of concentrated ethanolic hydrochloric acid is left to stand at room temperature for one day and then concentrated in a rotary evaporator. The residue is purified by column chromatography (silica gel, CH2Cl2 :MeOH=9:1) and the residue obtained after concentration of the corresponding fractions is stirred with isopropyl acetate and filtered off with suction. Yield: 2.5 g melting point: 90° C. (decomp.) Starting materials: FC1=C(C=CC=C1)[C@@H]1[C@@H](C[C@@H](N1C(CNC(=O)NC1=CC(=CC=C1)CC(=O)OC)=O)C(=O)OC(C)(C)C)C(=O)OC (2-tert-butyl 4-methyl (2R*,4R*,5S*)-(-)-5-(2-fluorophenyl)-1-{2-[3-(3-(methoxycarbonylmethyl)phenyl)ureido]acetyl}pyrrolidine-2,4-dicarboxylate), [OH-].[K+] (potassium hydroxide). The solvent is O (water), CO (methanol). Product: C(=O)(O)CC=1C=C(C=CC1)NC(NCC(=O)N1[C@H](C[C@@H]([C@H]1C1=C(C=CC=C1)F)C(=O)O)C(=O)OC(C)(C)C)=O (2-tert-butyl hydrogen (2R*,4S*,5S*)-(+)-1-{2-[3-(3-(carboxymethyl)phenyl)ureido]acetyl}-5-(2-fluorophenyl)pyrrolidine-2,4-dicarboxylate). Yield: 64.8%. RXN SMILES: [F:1][C:2]1[CH:7]=[CH:6][CH:5]=[CH:4][C:3]=1[C@H:8]1[N:12]([C:13](=[O:30])[CH2:14][NH:15][C:16]([NH:18][C:19]2[CH:24]=[CH:23][CH:22]=[C:21]([CH2:25][C:26]([O:28]C)=[O:27])[CH:20]=2)=[O:17])[C@@H:11]([C:31]([O:33][C:34]([CH3:37])([CH3:36])[CH3:35])=[O:32])[CH2:10][C@H:9]1[C:38]([O:40]C)=[O:39].[OH-].[K+]>O.CO>[C:26]([CH2:25][C:21]1[CH:20]=[C:19]([NH:18][C:16](=[O:17])[NH:15][CH2:14][C:13]([N:12]2[C@H:8]([C:3]3[CH:4]=[CH:5][CH:6]=[CH:7][C:2]=3[F:1])[C@@H:9]([C:38]([OH:40])=[O:39])[CH2:10][C@@H:11]2[C:31]([O:33][C:34]([CH3:36])([CH3:35])[CH3:37])=[O:32])=[O:30])[CH:24]=[CH:23][CH:22]=1)([OH:28])=[O:27] |f:1.2|. Reported procedure: A The reaction is carried out in a way analogous to that described in Example 3, but from 0.6 g of 2-tert-butyl 4-methyl (2R*,4R*,5S*)-(-)-5-(2-fluorophenyl)-1-{2-[3-(3-(methoxycarbonylmethyl)phenyl)ureido]acetyl}pyrrolidine-2,4-dicarboxylate and 0.12 g of potassium hydroxide in a mixture of 10 cm3 of distilled water and 25 cm3 of methanol. After treatment, there is obtained 0.37 g of 2-tert-butyl hydrogen (2R*,4S*,5S*)-(+)-1-{2-[3-(3-(carboxymethyl)phenyl)ureido]acetyl}-5-(2-fluorophenyl)pyrrol... Reactants: NC1=CC=C(C#N)C=C1 (4-aminobenzonitrile), C(C)(=O)OC(C)=O (acetic anhydride). Solvent: O (water). Run at time 30 minute. Yields the product C(C)(=O)NC1=CC=C(C#N)C=C1 (4-acetamidobenzonitrile). As a reaction SMILES: [NH2:1][C:2]1[CH:9]=[CH:8][C:5]([C:6]#[N:7])=[CH:4][CH:3]=1.[C:10](OC(=O)C)(=[O:12])[CH3:11]>O>[C:10]([NH:1][C:2]1[CH:9]=[CH:8][C:5]([C:6]#[N:7])=[CH:4][CH:3]=1)(=[O:12])[CH3:11]. Procedure details: To 4-aminobenzonitrile (7.26 g) was added acetic anhydride (20 ml) and the mixture was stirred at room temperature for 30 minutes. The reaction mixture was diluted with water and the separated crystals were collected by suction, washed with water and dried under reduced pressure to give 9.40 g of 4-acetamidobenzonitrile. Run at time 30 minute. As a reaction SMILES: [Br:1][C:2]1[CH:3]=[CH:4][C:5]2[N:6]3[CH:18]=[C:17]([CH2:19][C:20]4[CH:21]=[N:22][CH:23]=[CH:24][CH:25]=4)[C:16](=[O:26])[C:8]4[CH:9]=[C:10]([OH:15])[CH:11]=[C:12]([C:13]=2[CH:14]=1)[C:7]3=4.C(=O)([O-])[O-].[K+].[K+].Br[CH2:34]/[CH:35]=[CH:36]/[C:37]([O:39]CC)=[O:38]>CS(C)=O>[Br:1][C:2]1[CH:3]=[CH:4][C:5]2[N:6]3[CH:18]=[C:17]([CH2:19][C:20]4[CH:21]=[N:22][CH:23]=[CH:24][CH:25]=4)[C:16](=[O:26])[C:8]4[CH:9]=[C:10]([O:15]/[CH:34]=[CH:35]/[CH2:36][C:37]([OH:39])=[O:38])[CH:11]=[C:12]([C:13]=2[CH:14]=1)[C:7]3=4 |f:1.2.3|. Solvent: CS(=O)C (dimethyl sulfoxide). The reactants are BrC=1C=CC=2N3C4=C(C=C(C=C4C2C1)O)C(C(=C3)CC=3C=NC=CC3)=O (10-bromo-2-hydroxy-5-(3-pyridylmethyl)-4H-pyrido[3,2,1-jk]carbazole-4-one), ice water, C([O-])([O-])=O.[K+].[K+] (potassium carbonate), BrC/C=C/C(=O)OCC (Ethyl 4-bromocrotonate). The yield is 10.0%. Product: BrC=1C=CC=2N3C4=C(C=C(C=C4C2C1)O\C=C\CC(=O)O)C(C(=C3)CC=3C=NC=CC3)=O (10-bromo-2-(3-carboxy-1-trans-propenyloxy)-5-(3-pyridylmethyl)-4H-pyrido[3,2,1-jk]carbazole-4-one). Procedure: 10-bromo-2-hydroxy-5-(3-pyridylmethyl)-4H-pyrido[3,2,1-jk]carbazole-4-one (400 mg) obtained in Example 2 was suspended in dimethyl sulfoxide (30 ml), and to the suspension was added potassium carbonate (0.3 g), and the mixture was stirred at room temperature for 30 minutes. Ethyl 4-bromocrotonate (0.15 ml) was added and the mixture was stirred at room temperature for 12 hours. The reaction mixture was poured into ice water (300 ml), and extracted with ethyl acetate. The ethyl acetate layer was w...